This data is from the Open Reaction Database (ORD), a public repository of structured organic reaction records. The task is: describe an organic reaction: reactants, conditions, products, and yield Reactants: Cl (hydrochloric acid), [Mg] (magnesium), C(C)OCC (diethyl ether), C(=O)=O (CO2), C(=C)C(C1=CC=CC=C1)Cl (vinylbenzyl chloride). Run at temperature 5 celsius. Product: C(=C)C1=CC=C(C=C1)CC(=O)O (4-vinylphenylacetic acid). The yield is 22.0%. RXN SMILES: [Mg].[CH:2]([CH:4](Cl)[C:5]1[CH:10]=[CH:9][CH:8]=[CH:7][CH:6]=1)=C.[C:12](=[O:14])=[O:13].Cl.[CH2:16](OCC)C>>[CH:4]([C:5]1[CH:6]=[CH:7][C:8]([CH2:16][C:12]([OH:14])=[O:13])=[CH:9][CH:10]=1)=[CH2:2]. Procedure: 5.3 g (220 mmol) of magnesium turnings are mixed with 150 ml of diethyl ether under an inert nitrogen atmosphere in a 250 ml three-neck round-bottom flask. 30.5 g (200 mmol) of vinylbenzyl chloride are then added, and the mixture is refluxed for 1 hour. CO2 is then passed into the suspension, cooled to 5° C., until no exothermicity can be detected with the aid of a thermometer (about 9 g). The mixture is then poured into 400 ml of 1N hydrochloric acid and extracted twice with ether. The combined... RXN SMILES: [CH2:1]([O:8][C:9]([C:11]1[CH:20]([C:21]2[CH:26]=[CH:25][CH:24]=[CH:23][C:22]=2[C:27]([F:30])([F:29])[F:28])[C:19]2[C:14](=[CH:15][CH:16]=[N:17][C:18]=2[O:31][CH:32]([CH3:34])[CH3:33])[NH:13][C:12]=1[CH3:35])=[O:10])[C:2]1C=CC=CC=1.[Na]>C(O)C>[CH2:1]([O:8][C:9]([C:11]1[CH:20]([C:21]2[CH:26]=[CH:25][CH:24]=[CH:23][C:22]=2[C:27]([F:30])([F:28])[F:29])[C:19]2[C:14](=[CH:15][CH:16]=[N:17][C:18]=2[O:31][CH:32]([CH3:34])[CH3:33])[NH:13][C:12]=1[CH3:35])=[O:10])[CH3:2] |^1:35|. Run in C(C)O (ethanol). Procedure: 1.44 g (+)-1,4-dihydro-5-isopropoxy-2-methyl-4-(2-trifluoromethylphenyl)-1,6-naphthyridine-3-carboxylic acid benzyl ester is introduced into a solution of 100 mg sodium in 90 mL anhydrous ethanol and boiled under reflux for 20 hours. The reaction mixture is evaporated, the residue is taken up in 50 mL dichloromethane and extracted three times with 20 mL amounts of water. The organic phase is dried over anhydrous sodium sulfate and thereafter evaporated to dryness. The residue is recrystallized f... The product is C(C)OC(=O)C1=C(NC2=CC=NC(=C2C1C1=C(C=CC=C1)C(F)(F)F)OC(C)C)C ((+)-1,4-Dihydro-5-isopropoxy-2-methyl-4-(2-trifluoromethylphenyl)-1,6-naphthyridine-3-carboxylic acid ethyl ester). The reactants are C(C1=CC=CC=C1)OC(=O)C1=C(NC2=CC=NC(=C2C1C1=C(C=CC=C1)C(F)(F)F)OC(C)C)C ((+)-1,4-dihydro-5-isopropoxy-2-methyl-4-(2-trifluoromethylphenyl)-1,6-naphthyridine-3-carboxylic acid benzyl ester), [Na] (sodium).